Dataset: the Open Reaction Database (ORD), a public repository of structured organic reaction records. Task: describe an organic reaction: reactants, conditions, products, and yield Reactants: Cl.ClCC(=O)CCl.N[C@@H](CC(C)C)C(=O)O (leucine chloromethyl ketone hydrochloride), CN1CCOCC1 (N-methylmorpholine), N([C@@H](CC1=CC=CC=C1)C(=O)NCC(=O)N[C@@H](C)C(=O)O)C(=O)OCC1=CC=CC=C1 (Z-Phe-Gly-Ala-OH), CN1CCOCC1 (N-methylmorpholine), ClC(=O)OCC(C)C (isobutyl chloroformate). Run in CC(=O)C (acetone), C1CCOC1 (THF). Product: N([C@@H](CC1=CC=CC=C1)C(=O)NCC(=O)N[C@@H](C)C(=O)N[C@@H](CC(C)C)C(=O)CCl)C(=O)OCC1=CC=CC=C1 (Z-Phe-Gly-Ala-LeuCH2Cl). Yield: 253.9%. As a reaction SMILES: [NH:1]([C:22]([O:24][CH2:25][C:26]1[CH:31]=[CH:30][CH:29]=[CH:28][CH:27]=1)=[O:23])[C@H:2]([C:10]([NH:12][CH2:13][C:14]([NH:16][C@H:17]([C:19](O)=[O:20])[CH3:18])=[O:15])=[O:11])[CH2:3][C:4]1[CH:9]=[CH:8][CH:7]=[CH:6][CH:5]=1.CN1CCOCC1.[Cl:39][C:40](OCC(C)C)=O.Cl.ClCC(CCl)=O.[NH2:54][C@H:55]([C:60]([OH:62])=O)[CH2:56][CH:57]([CH3:59])[CH3:58]>C1COCC1.CC(C)=O>[NH:1]([C:22]([O:24][CH2:25][C:26]1[CH:31]=[CH:30][CH:29]=[CH:28][CH:27]=1)=[O:23])[C@H:2]([C:10]([NH:12][CH2:13][C:14]([NH:16][C@H:17]([C:19]([NH:54][C@H:55]([C:60]([CH2:40][Cl:39])=[O:62])[CH2:56][CH:57]([CH3:58])[CH3:59])=[O:20])[CH3:18])=[O:15])=[O:11])[CH2:3][C:4]1[CH:9]=[CH:8][CH:7]=[CH:6][CH:5]=1 |f:3.4.5|. Procedure: A solution of 4.00 g (9.4 mmol) of Z-Phe-Gly-Ala-OH and 0.95 g of N-methylmorpholine in 100 mL of THF was cooled to -20° under nitrogen, and then 1.28 g of isobutyl chloroformate was added. After 5 minutes a solution of 1.14 g of leucine chloromethyl ketone hydrochloride in dry acetone was added, followed by 0.95 g of N-methylmorpholine. The resulting reaction mixture was stirred and allowed to warm to about 25° over a period of 2 hours. Solvent was evaporated, and the resulting residue was diss... Procedure: 0.6 mol (100 g) of 2-methyl-4-amino-5-nitroaniline and 0.36 mol (50 g) of potassium carbonate are introduced into 500 ml of dioxane to which 145 ml of water have been added. The mixture is brought to 90° C., while stirring, and 0.6 mol (86 g) of chloroethylchloroformate is added a little at a time, in the course of 10 minutes. When the addition has ended, heating at 90° C. is continued for 10 minutes and the reaction mixture is cooled to 15° C. and the expected product is filtered off with sucti... Reaction SMILES: [CH3:1][C:2]1[CH:8]=[C:7]([NH2:9])[C:6]([N+:10]([O-:12])=[O:11])=[CH:5][C:3]=1[NH2:4].C(=O)([O-])[O-].[K+].[K+].O1CCOCC1.[Cl:25][CH2:26][CH2:27][O:28][C:29](Cl)=[O:30]>O>[CH3:1][C:2]1[CH:8]=[C:7]([NH2:9])[C:6]([N+:10]([O-:12])=[O:11])=[CH:5][C:3]=1[NH:4][C:29](=[O:30])[O:28][CH2:27][CH2:26][Cl:25] |f:1.2.3|. The solvent is O (water). Product: CC1=C(C=C(C(=C1)N)[N+](=O)[O-])NC(OCCCl)=O (β-chloroethyl N-(2-methyl-4-amino-5-nitrophenyl)-carbamate). The reactants are ClCCOC(=O)Cl (chloroethylchloroformate), CC1=C(N)C=C(C(=C1)N)[N+](=O)[O-] (2-methyl-4-amino-5-nitroaniline), C([O-])([O-])=O.[K+].[K+] (potassium carbonate), O1CCOCC1 (dioxane). Conditions: temperature 90 celsius, time 10 minute. The reactants are FCCCBr, O=C([O-])[O-], CCO, CCOC(C)=O, COCCC1CN(C2=Nc3ccccc3Nc3sc(C(F)(F)F)nc32)CCN1, [Cl-], [I-], [K+], [K+], [Na+], [Na+], O. Product: COCCC1CN(C2=Nc3ccccc3Nc3sc(C(F)(F)F)nc32)CCN1CCCF. RXN SMILES: [Br:1][CH2:2][CH2:3][CH2:4][F:5].[C:34](=[O:35])([O-:36])[O-:37].[CH3:44][CH2:45][OH:46].[CH3:48][CH2:49][O:50][C:51](=[O:52])[CH3:53].[CH3:6][O:7][CH2:8][CH2:9][CH:10]1[CH2:11][N:12]([C:16]2=[N:17][c:18]3[c:19]([cH:30][cH:31][cH:32][cH:33]3)[NH:20][c:21]3[s:22][c:23]([C:26]([F:27])([F:28])[F:29])[n:24][c:25]32)[CH2:13][CH2:14][NH:15]1.[Cl-:43].[I-:41].[K+:38].[K+:39].[Na+:40].[Na+:42].[OH2:47]>>[CH2:2]([CH2:3][CH2:4][F:5])[N:15]1[CH:10]([CH2:9][CH2:8][O:7][CH3:6])[CH2:11][N:12]([C:16]2=[N:17][c:18]3[c:19]([cH:30][cH:31][cH:32][cH:33]3)[NH:20][c:21]3[s:22][c:23]([C:26]([F:27])([F:28])[F:29])[n:24][c:25]32)[CH2:13][CH2:14]1. Procedure: N-methyl-N-isopropylamine (3.02 g, 41 mmol) is added to a suspension of 2-amino-4-chloromethylthiazole hydrochloride (0.185 g, 1.0 mmol) in 15 mL ethanol. The reaction mixture is allowed to stand at room temperature for 4 days. The mixture was poured into aqueous potassium carbonate. The resulting aqueous suspension is extracted with dichloromethane. The organic layer is dried over MgSO4 and condensed to brown oil. The reactants are CNC(C)C (N-methyl-N-isopropylamine), Cl.NC=1SC=C(N1)CCl (2-amino-4-chloromethylthiazole hydrochloride), C([O-])([O-])=O.[K+].[K+] (potassium carbonate). RXN SMILES: [CH3:1][NH:2][CH:3]([CH3:5])[CH3:4].Cl.[NH2:7][C:8]1[S:9][CH:10]=[C:11]([CH2:13]Cl)[N:12]=1.C(=O)([O-])[O-].[K+].[K+]>C(O)C>[CH:3]([N:2]([CH2:13][C:11]1[N:12]=[C:8]([NH2:7])[S:9][CH:10]=1)[CH3:1])([CH3:5])[CH3:4] |f:1.2,3.4.5|. The solvent is C(C)O (ethanol). Product: C(C)(C)N(C)CC=1N=C(SC1)N (4-((isopropyl(methyl)amino)methyl)thiazol-2-amine). Run at time 4 day. Reactants: C(C)(C)(C)OC(=O)NCC(CI)O (1-(tert-butyloxycarbonylamino)-3-iodopropan-2-ol), C(C)(=S)[O-].[K+] (potassium thioacetate). Solvent: CC(=O)C (acetone). Yields the product C(C)(=O)SCC(CNC(=O)OC(C)(C)C)O (3-acetylthio-1-tert-butyloxycarbonylaminopropan-2-ol). The yield is 27.0%. As a reaction SMILES: [C:1]([O:5][C:6]([NH:8][CH2:9][CH:10]([OH:13])[CH2:11]I)=[O:7])([CH3:4])([CH3:3])[CH3:2].[C:14]([O-:17])(=[S:16])[CH3:15].[K+]>CC(C)=O>[C:14]([S:16][CH2:11][CH:10]([OH:13])[CH2:9][NH:8][C:6]([O:5][C:1]([CH3:4])([CH3:3])[CH3:2])=[O:7])(=[O:17])[CH3:15] |f:1.2|. Procedure details: 1-(tert-butyloxycarbonylamino)-3-iodopropan-2-ol (example 22a) (2 g, 6.64 mmol) and potassium thioacetate (0.948 g, 8.30 mmol) were dissolved in acetone (30 ml) and the medium was refluxed for 16 hours. The solvent was vacuum evaporated and the residue was taken up in diethyl ether, then filtered on Celite®. The filtrate was evaporated. The residue obtained (1.69 g) was purified by chromatography on silica gel (eluent: dichloromethane/ethyl acetate 98:2) then repurified by flash chromatography (... Starting materials: COc1ccc(C2COCCO2)c2sc(NC(=O)c3ccnc(Br)c3)nc12, O=C([O-])[O-], CS(C)=O, CN1CCCC1=O, Cl, [Cs+], [Cs+], OC1CNC1. Product: COc1ccc(C2COCCO2)c2sc(NC(=O)c3ccnc(N4CC(O)C4)c3)nc12. As a reaction SMILES: [Br:1][c:2]1[cH:3][c:4]([C:5](=[O:6])[NH:7][c:8]2[s:9][c:10]3[c:11]([n:12]2)[c:13]([O:23][CH3:24])[cH:14][cH:15][c:16]3[CH:17]2[O:18][CH2:19][CH2:20][O:21][CH2:22]2)[cH:25][cH:26][n:27]1.[C:28](=[O:29])([O-:30])[O-:31].[CH3:40][S:41]([CH3:42])=[O:43].[CH3:44][N:45]1[CH2:46][CH2:47][CH2:48][C:49]1=[O:50].[ClH:34].[Cs+:32].[Cs+:33].[NH:35]1[CH2:36][CH:37]([OH:39])[CH2:38]1>>[c:2]1([N:35]2[CH2:36][CH:37]([OH:39])[CH2:38]2)[cH:3][c:4]([C:5](=[O:6])[NH:7][c:8]2[s:9][c:10]3[c:11]([n:12]2)[c:13]([O:23][CH3:24])[cH:14][cH:15][c:16]3[CH:17]2[O:18][CH2:19][CH2:20][O:21][CH2:22]2)[cH:25][cH:26][n:27]1. The reactants are O1CCCC=C1 (dihydropyran), C1(=CC=C(C=C1)S(=O)(=O)O)C (p-toluenesulfonic acid), BrCCCO (3-bromo-1-propanol). Solvent: ClCCl (dichloromethane). Run at time 8 hour. Product: BrCCCOC1OCCCC1 (3-bromo-1-(2-tetrahydropyranyloxy)propane). Reaction SMILES: [Br:1][CH2:2][CH2:3][CH2:4][OH:5].[O:6]1[CH:11]=[CH:10][CH2:9][CH2:8][CH2:7]1.C1(C)C=CC(S(O)(=O)=O)=CC=1>ClCCl>[Br:1][CH2:2][CH2:3][CH2:4][O:5][CH:7]1[CH2:8][CH2:9][CH2:10][CH2:11][O:6]1. Procedure details: 0.58 ml of 3-bromo-1-propanol was dissolved in 6 ml of dry dichloromethane, and 1.22 ml of dihydropyran and 10 mg of dry p-toluenesulfonic acid were added thereto. The mixture was stirred at room temperature overnight, and the mixture was partitioned with 30 ml of chloroform and 15 ml of a 4% sodium hydrogencarbonate aqueous solution. The organic solvent layer was washed with water and dried over anhydrous magnesium sulfate. The solvent was distilled off under reduced pressure. The residue was s...